This data is from the Open Reaction Database (ORD), a public repository of structured organic reaction records. The task is: describe an organic reaction: reactants, conditions, products, and yield The reactants are NC1=C(C(=O)O)C=C(C(=C1)C(F)(F)F)[N+](=O)[O-] (2-amino-5-nitro-4-trifluoromethyl-benzoic acid), CO (methanol), OS(=O)(=O)O (H2SO4). The product is COC(C1=C(C=C(C(=C1)[N+](=O)[O-])C(F)(F)F)N)=O (2-amino-5-nitro-4-trifluoromethyl-benzoic acid methyl ester). The yield is 90.0%. As a reaction SMILES: [NH2:1][C:2]1[CH:10]=[C:9]([C:11]([F:14])([F:13])[F:12])[C:8]([N+:15]([O-:17])=[O:16])=[CH:7][C:3]=1[C:4]([OH:6])=[O:5].OS(O)(=O)=O.[CH3:23]O>>[CH3:23][O:5][C:4](=[O:6])[C:3]1[CH:7]=[C:8]([N+:15]([O-:17])=[O:16])[C:9]([C:11]([F:14])([F:13])[F:12])=[CH:10][C:2]=1[NH2:1]. Procedure details: A solution of 28 g (112 mmol) of 2-amino-5-nitro-4-trifluoromethyl-benzoic acid in 550 ml of methanol is cooled to 0° C. under nitrogen and concentrated H2SO4 is added dropwise in order to keep the temperature around 20° C. Upon completion of the addition, the mixture is heated to reflux for 24 hours. It is then allowed to cool to room temperature and the mixture is concentrated in vacuo to about 50 ml. This residue is poured onto ice and extracted with ethyl acetate. The organic phase is washed...